This data is from the Open Reaction Database (ORD), a public repository of structured organic reaction records. The task is: describe an organic reaction: reactants, conditions, products, and yield Reactants: CCOC(=O)c1noc(Br)c1C, O=C([O-])[O-], COCCOC, CCOC(C)=O, CC1(C)OB(c2ccc(C(F)(F)F)c(F)c2)OC1(C)C, [K+], [K+], O, c1ccc(P(c2ccccc2)(c2ccccc2)[Pd](P(c2ccccc2)(c2ccccc2)c2ccccc2)(P(c2ccccc2)(c2ccccc2)c2ccccc2)P(c2ccccc2)(c2ccccc2)c2ccccc2)cc1. Yields the product CCOC(=O)c1noc(-c2ccc(C(F)(F)F)c(F)c2)c1C. Reaction SMILES: [Br:21][c:22]1[c:23]([CH3:32])[c:24]([C:27](=[O:28])[O:29][CH2:30][CH3:31])[n:25][o:26]1.[C:33](=[O:34])([O-:35])[O-:36].[CH3:39][O:40][CH2:41][CH2:42][O:43][CH3:44].[CH3:46][CH2:47][O:48][C:49](=[O:50])[CH3:51].[F:1][c:2]1[cH:3][c:4]([B:12]2[O:13][C:14]([CH3:15])([CH3:16])[C:17]([CH3:18])([CH3:19])[O:20]2)[cH:5][cH:6][c:7]1[C:8]([F:9])([F:10])[F:11].[K+:37].[K+:38].[OH2:45].[cH:52]1[cH:53][cH:54][c:55]([P:56]([Pd:57]([P:58]([c:59]2[cH:60][cH:61][cH:62][cH:63][cH:64]2)([c:65]2[cH:66][cH:67][cH:68][cH:69][cH:70]2)[c:71]2[cH:72][cH:73][cH:74][cH:75][cH:76]2)([P:77]([c:78]2[cH:79][cH:80][cH:81][cH:82][cH:83]2)([c:84]2[cH:85][cH:86][cH:87][cH:88][cH:89]2)[c:90]2[cH:91][cH:92][cH:93][cH:94][cH:95]2)[P:96]([c:97]2[cH:98][cH:99][cH:100][cH:101][cH:102]2)([c:103]2[cH:104][cH:105][cH:106][cH:107][cH:108]2)[c:109]2[cH:110][cH:111][cH:112][cH:113][cH:114]2)([c:115]2[cH:116][cH:117][cH:118][cH:119][cH:120]2)[c:121]2[cH:122][cH:123][cH:124][cH:125][cH:126]2)[cH:127][cH:128]1>>[F:1][c:2]1[cH:3][c:4](-[c:22]2[c:23]([CH3:32])[c:24]([C:27](=[O:28])[O:29][CH2:30][CH3:31])[n:25][o:26]2)[cH:5][cH:6][c:7]1[C:8]([F:9])([F:10])[F:11]. The reactants are C(C)S (ethylmercaptan), [H-].[Na+] (sodium hydride), ice water, ClC1=NN2C(N=C(C=C2C)C)=C1 (2-Chloro-5,7-dimethylpyrazolo [1,5-a]pyrimidine). Run in CN(C=O)C (dimethylformamide), CN(C=O)C (dimethylformamide). Conditions: time 30 minute. Product: C(C)SC1=NN2C(N=C(C=C2C)C)=C1 (2-Ethylthio-5,7-dimethylpyrazolo[1,5-a]pyrimidine). RXN SMILES: [H-].[Na+].[CH2:3]([SH:5])[CH3:4].Cl[C:7]1[CH:17]=[C:10]2[N:11]=[C:12]([CH3:16])[CH:13]=[C:14]([CH3:15])[N:9]2[N:8]=1>CN(C)C=O>[CH2:3]([S:5][C:7]1[CH:17]=[C:10]2[N:11]=[C:12]([CH3:16])[CH:13]=[C:14]([CH3:15])[N:9]2[N:8]=1)[CH3:4] |f:0.1|. Procedure details: 60% oily sodium hydride (2.0 g) is suspended in 20 ml of dimethylformamide. A solution of 3.7 ml of ethylmercaptan dissolved in 10 ml of dimethylformamide under ice cooling is added to the suspension below 10° C. and stirred for 30 minutes at room temperature. 2-Chloro-5,7-dimethylpyrazolo [1,5-a]pyrimidine (6.6 g) is added to the mixture and stirred for 5 hours at 80°-90° C. After cooling, the reaction solution is poured into ice water and extracted with toluene. The extract is washed with wate... The reactants are CCCCc1nc(C(C)(O)CC)c(C#N)n1Cc1ccc(-c2ccccc2-c2nnnn2C(c2ccccc2)(c2ccccc2)c2ccccc2)cc1, CC(=O)O. Yields the product CCCCc1nc(C(C)(O)CC)c(C#N)n1Cc1ccc(-c2ccccc2-c2nnn[nH]2)cc1. RXN SMILES: [CH2:1]([CH2:2][CH2:3][CH3:4])[c:5]1[n:6]([CH2:17][c:18]2[cH:19][cH:20][c:21](-[c:24]3[c:25](-[c:30]4[n:31][n:32][n:33][n:34]4[C:35]([c:36]4[cH:37][cH:38][cH:39][cH:40][cH:41]4)([c:42]4[cH:43][cH:44][cH:45][cH:46][cH:47]4)[c:48]4[cH:49][cH:50][cH:51][cH:52][cH:53]4)[cH:26][cH:27][cH:28][cH:29]3)[cH:22][cH:23]2)[c:7]([C:15]#[N:16])[c:8]([C:10]([CH2:11][CH3:12])([CH3:13])[OH:14])[n:9]1.[CH3:54][C:55](=[O:56])[OH:57]>>[CH2:1]([CH2:2][CH2:3][CH3:4])[c:5]1[n:6]([CH2:17][c:18]2[cH:19][cH:20][c:21](-[c:24]3[c:25](-[c:30]4[n:31][n:32][n:33][nH:34]4)[cH:26][cH:27][cH:28][cH:29]3)[cH:22][cH:23]2)[c:7]([C:15]#[N:16])[c:8]([C:10]([CH2:11][CH3:12])([CH3:13])[OH:14])[n:9]1. The reactants are OC(C)(C)C=1C=CC=C2C=CC=C(C12)O (8-(1-hydroxy-1-methyl-1-ethyl)-1-naphthol), N1=CC=CC=C1 (pyridine), O (Water). Run in C(C)(=O)O (acetic acid). Conditions: temperature 60 celsius. Product: C(C)(=O)OC1=CC=CC2=CC=CC(=C12)C(=C)C (8-isopropenyl-1-naphthyl acetate). Reaction SMILES: O[C:2]([C:5]1[CH:6]=[CH:7][CH:8]=[C:9]2[C:14]=1[C:13]([OH:15])=[CH:12][CH:11]=[CH:10]2)([CH3:4])[CH3:3].[OH2:16].N1[CH:22]=[CH:21]C=CC=1>C(O)(=O)C>[C:21]([O:15][C:13]1[C:14]2[C:9](=[CH:8][CH:7]=[CH:6][C:5]=2[C:2]([CH3:4])=[CH2:3])[CH:10]=[CH:11][CH:12]=1)(=[O:16])[CH3:22]. Procedure details: 11.3 g of 8-(1-hydroxy-1-methyl-1-ethyl)-1-naphthol was dissolved in 24 ml of pyridine, to which 12 ml of anhydrous acetic acid was added. The solution was raised in temperature to 60° C. and heated for 6 hours under agitation. Water was added to the reaction solution, followed by extraction with ethyl acetate. The resulting organic phase was washed with a 2N hydrochloric acid aqueous solution, water and a saturated saline solution in this order, dried with anhydrous magnesium sulfate, and conce... Reactants: CCOC(=O)c1c(-c2ccccc2OC)csc1N1C(=O)c2ccccc2C1=O, CO, Cl, [Na+], [OH-], O. Product: COc1ccccc1-c1csc(N2C(=O)c3ccccc3C2=O)c1C(=O)O. RXN SMILES: [CH2:5]([CH3:6])[O:7][C:8](=[O:9])[c:10]1[c:11]([N:23]2[C:24](=[O:33])[c:25]3[cH:26][cH:27][cH:28][cH:29][c:30]3[C:31]2=[O:32])[s:12][cH:13][c:14]1-[c:15]1[c:16]([O:21][CH3:22])[cH:17][cH:18][cH:19][cH:20]1.[CH3:3][OH:4].[ClH:34].[Na+:2].[OH-:1].[OH2:35]>>[O:7]=[C:8]([OH:9])[c:10]1[c:11]([N:23]2[C:24](=[O:33])[c:25]3[cH:26][cH:27][cH:28][cH:29][c:30]3[C:31]2=[O:32])[s:12][cH:13][c:14]1-[c:15]1[c:16]([O:21][CH3:22])[cH:17][cH:18][cH:19][cH:20]1. Reactants: NCC(CC(=O)O)S(=O)(=O)O (4-amino-3-sulfobutanoic acid), C1(\C=C/C(=O)O1)=O (maleic anhydride). Solvent: CC(=O)N(C)C (DMA). Product: C(=O)(O)CC(CNC(\C=C/C(=O)O)=O)S(=O)(=O)O ((Z)-4-(3-carboxy-2-sulfopropylamino)-4-oxobut-2-enoic acid). Yield: 86.9%. As a reaction SMILES: [NH2:1][CH2:2][CH:3]([S:8]([OH:11])(=[O:10])=[O:9])[CH2:4][C:5]([OH:7])=[O:6].[C:12]1(=[O:18])[O:17][C:15](=[O:16])[CH:14]=[CH:13]1>CC(N(C)C)=O>[C:5]([CH2:4][CH:3]([S:8]([OH:11])(=[O:9])=[O:10])[CH2:2][NH:1][C:12](=[O:18])/[CH:13]=[CH:14]\[C:15]([OH:17])=[O:16])([OH:7])=[O:6]. Reported procedure: To the solution of 4-amino-3-sulfobutanoic acid (˜2.50 g, 13.66 mmol) in 100 ml of DMA was added maleic anhydride (1.48 g, 15.10 mmol) and the mixture was stirred over night, evaporated, purified on C-18 column (2×30 cm) eluted with 1% HAc in water and crystallized with MeOH/Acetone/toluene to afford 3.34 g (83%) of (Z)-4-(3-carboxy-2-sulfopropylamino)-4-oxobut-2-enoic acid. 1H NMR (CD3OD) 6.33 (d, 1H, J=12.6 Hz), 6.10 (d, 1H, J=12.6 Hz), 3.64 (dd, 1H, J=5.8, 14.0 Hz), 3.54 (m, 1H), 3.30 (m, 1H)... Reactants: O=c1cc(-c2cccc(Cl)c2)c2cc(Br)ccc2[nH]1, CC[N+](CC)(CC)Cc1ccccc1, C1CCOC1, CCOC(C)=O, [Cl-], CI, [Na+], [OH-]. Yields the product Cn1c(=O)cc(-c2cccc(Cl)c2)c2cc(Br)ccc21. Reaction SMILES: [Br:1][c:2]1[cH:3][c:4]2[c:5](-[c:13]3[cH:14][c:15]([Cl:19])[cH:16][cH:17][cH:18]3)[cH:6][c:7](=[O:12])[nH:8][c:9]2[cH:10][cH:11]1.[CH2:29]([N+:30]([CH2:31][CH3:32])([CH2:33][CH3:34])[CH2:35][CH3:36])[c:37]1[cH:38][cH:39][cH:40][cH:41][cH:42]1.[CH2:45]1[O:46][CH2:47][CH2:48][CH2:49]1.[CH3:22][CH2:23][O:24][C:25]([CH3:26])=[O:27].[Cl-:28].[I:20][CH3:21].[Na+:44].[OH-:43]>>[Br:1][c:2]1[cH:3][c:4]2[c:5](-[c:13]3[cH:14][c:15]([Cl:19])[cH:16][cH:17][cH:18]3)[cH:6][c:7](=[O:12])[n:8]([CH3:22])[c:9]2[cH:10][cH:11]1. Starting materials: [Si](C)(C)(C(C)(C)C)O[C@@H]1C=C2C=C[C@@H]([C@@H]([C@H]2[C@H](C1)O)CC[C@@H]1C[C@H](CC(O1)=O)O[Si](C)(C)C(C)(C)C)C ((4R,6R)-6-{2-[(1S,2S,6S,8S,8aR)-1,2,6,7,8,8a-Hexahydro-6-t-butyldimethylsilyloxy-8-hydroxy-2-methyl-1-naphthyl]ethyl}tetrahydro-4-t-butyldimethylsilyloxy-2H-pyran-2-one), C(C)(C)C(C(=O)Cl)C(C)C (2-isopropyl-3-methylbutyryl chloride). The product is [Si](C)(C)(C(C)(C)C)O[C@@H]1C=C2C=C[C@@H]([C@@H]([C@H]2[C@H](C1)OC(C(C(C)C)C(C)C)=O)CC[C@@H]1C[C@H](CC(O1)=O)O[Si](C)(C)C(C)(C)C)C ((4R,6R)-6-{2-[(1S,2S,6S,8S,8aR)-1,2,6,7,8,8a-Hexahydro-6-t-butyldimethylsilyloxy-8-(2-isopropyl-3-methylbutyryloxy)-2-methyl-1-naphthyl]ethyl}tetrahydro-4-t-butyldimethylsilyloxy-2H-pyran-2-one). Yield: 16.2%. As a reaction SMILES: [Si:1]([O:8][C@H:9]1[CH2:18][C@H:17]([OH:19])[C@H:16]2[C:11]([CH:12]=[CH:13][C@H:14]([CH3:37])[C@@H:15]2[CH2:20][CH2:21][C@H:22]2[O:27][C:26](=[O:28])[CH2:25][C@H:24]([O:29][Si:30]([C:33]([CH3:36])([CH3:35])[CH3:34])([CH3:32])[CH3:31])[CH2:23]2)=[CH:10]1)([C:4]([CH3:7])([CH3:6])[CH3:5])([CH3:3])[CH3:2].[CH:38]([CH:41]([CH:45]([CH3:47])[CH3:46])[C:42](Cl)=[O:43])([CH3:40])[CH3:39]>>[Si:1]([O:8][C@H:9]1[CH2:18][C@H:17]([O:19][C:42](=[O:43])[CH:41]([CH:45]([CH3:47])[CH3:46])[CH:38]([CH3:40])[CH3:39])[C@H:16]2[C:11]([CH:12]=[CH:13][C@H:14]([CH3:37])[C@@H:15]2[CH2:20][CH2:21][C@H:22]2[O:27][C:26](=[O:28])[CH2:25][C@H:24]([O:29][Si:30]([C:33]([CH3:36])([CH3:35])[CH3:34])([CH3:31])[CH3:32])[CH2:23]2)=[CH:10]1)([C:4]([CH3:5])([CH3:6])[CH3:7])([CH3:3])[CH3:2]. Procedure: A procedure similar to that described in Example 4, above, was followed, but using 1.0 g (1.8 mmol) of (4R,6R)-6-{2-[(1S,2S,6S,8S,8aR)-1,2,6,7,8,8a-hexahydro-6-t-butyldimethylsilyloxy-8-hydroxy-2-methyl-1-naphthyl]ethyl}tetrahydro-4-t-butyldimethylsilyloxy-2H-pyran-2-one [prepared as described in Example B, above] and 888 mg (5.5 mmol) of 2-isopropyl-3-methylbutyryl chloride, to provide 198 mg of the title compound. Reaction SMILES: [NH2:1][c:2]1[cH:3][c:4]([O:35][CH3:36])[c:5]([C:6](=[O:7])[NH:8][CH:9]2[CH:10]([O:30][CH3:31])[CH2:11][N:12]([CH2:15][CH2:16][CH2:17][C:18](=[O:19])[N:20]3[CH2:21][CH2:22][C:23]4([O:24][CH2:27][CH2:26][O:25]4)[CH2:28][CH2:29]3)[CH2:13][CH2:14]2)[cH:32][c:33]1[Cl:34].[Na+:42].[Na+:43].[O-:44][C:45](=[O:46])[O-:47].[OH2:48].[S:37](=[O:38])(=[O:39])([OH:40])[OH:41]>>[NH2:1][c:2]1[cH:3][c:4]([O:35][CH3:36])[c:5]([C:6](=[O:7])[NH:8][CH:9]2[CH:10]([O:30][CH3:31])[CH2:11][N:12]([CH2:15][CH2:16][CH2:17][C:18](=[O:19])[N:20]3[CH2:21][CH2:22][C:23](=[O:24])[CH2:28][CH2:29]3)[CH2:13][CH2:14]2)[cH:32][c:33]1[Cl:34]. Reactants: COc1cc(N)c(Cl)cc1C(=O)NC1CCN(CCCC(=O)N2CCC3(CC2)OCCO3)CC1OC, [Na+], [Na+], O=C([O-])[O-], O, O=S(=O)(O)O. The product is COc1cc(N)c(Cl)cc1C(=O)NC1CCN(CCCC(=O)N2CCC(=O)CC2)CC1OC.